From a dataset of the Open Reaction Database (ORD), a public repository of structured organic reaction records. describe an organic reaction: reactants, conditions, products, and yield Reactants: C(C)(C)(C)OC(CC(=O)O)=O (3-tert-butoxy-3-oxopropanoic acid), C(C)(C)N=C=NC(C)C (diisopropylcarbodiimide), ClC1=CC=C(C=C1)C1=CC=2N=CN(C(C2S1)=O)C1=CC(=C(C=C1)OCC(C)(C)O)OC (6-(4-chlorophenyl)-3-(4-(2-hydroxy-2-methylpropoxy)-3-methoxy-phenyl)-thieno[3,2-d]pyrimidin-4(3H)-one), C(C)(C)(C)OC(CC(=O)O)=O (3-tert-butoxy-3-oxopropanoic acid), C(C)(C)N=C=NC(C)C (diisopropylcarbodiimide), 4-N,N-dimethylaminopyridine. Solvent: C(Cl)Cl (CH2Cl2), C(Cl)Cl (CH2Cl2). Run at time 17 hour. The product is C(CC(=O)OC(COC1=C(C=C(C=C1)N1C=NC2=C(C1=O)SC(=C2)C2=CC=C(C=C2)Cl)OC)(C)C)(=O)OC(C)(C)C (tert-Butyl 1-(4-(6-(4-chlorophenyl)-4-oxothieno[3,2-d]pyrimidin-3(4H)-yl)-2-methoxyphenoxy)-2-methylpropan-2-yl Malonate). Yield: 79.3%. As a reaction SMILES: [Cl:1][C:2]1[CH:7]=[CH:6][C:5]([C:8]2[S:16][C:15]3[C:14](=[O:17])[N:13]([C:18]4[CH:23]=[CH:22][C:21]([O:24][CH2:25][C:26]([OH:29])([CH3:28])[CH3:27])=[C:20]([O:30][CH3:31])[CH:19]=4)[CH:12]=[N:11][C:10]=3[CH:9]=2)=[CH:4][CH:3]=1.[C:32]([O:36][C:37](=[O:42])[CH2:38][C:39](O)=[O:40])([CH3:35])([CH3:34])[CH3:33].C(N=C=NC(C)C)(C)C>C(Cl)Cl>[C:37]([O:36][C:32]([CH3:35])([CH3:34])[CH3:33])(=[O:42])[CH2:38][C:39]([O:29][C:26]([CH3:28])([CH3:27])[CH2:25][O:24][C:21]1[CH:22]=[CH:23][C:18]([N:13]2[C:14](=[O:17])[C:15]3[S:16][C:8]([C:5]4[CH:6]=[CH:7][C:2]([Cl:1])=[CH:3][CH:4]=4)=[CH:9][C:10]=3[N:11]=[CH:12]2)=[CH:19][C:20]=1[O:30][CH3:31])=[O:40]. Reported procedure: A suspension of 6-(4-chlorophenyl)-3-(4-(2-hydroxy-2-methylpropoxy)-3-methoxy-phenyl)-thieno[3,2-d]pyrimidin-4(3H)-one (100 mg; 0.219 mmol) (Example 82), 3-tert-butoxy-3-oxopropanoic acid (83 uL; 0.538 mmol), diisopropylcarbodiimide (83 uL; 0.538 mmol) and 4-N,N-dimethylaminopyridine (27 mg; 0.219 mmol) in 1 mL of CH2Cl2 was stirred at rt for 17 h. Additional 3-tert-butoxy-3-oxopropanoic acid (83 uL; 0.538 mmol) and diisopropylcarbodiimide (83 uL; 0.538 mmol) were added and the suspension stirre... Reactants: CCOCC, CC(=O)OC(C)=O, CCOC(=O)N=NC(=O)OCC, CC(O)CC(C)Oc1ccc(-c2ccc(C#N)cc2)cc1, c1ccc(P(c2ccccc2)c2ccccc2)cc1. The product is CC(=O)OC(C)CC(C)Oc1ccc(-c2ccc(C#N)cc2)cc1. RXN SMILES: [CH2:60]([O:61][CH2:62][CH3:63])[CH3:64].[CH3:22][C:23](=[O:24])[O:25][C:26](=[O:27])[CH3:28].[O:48]=[C:49]([O:50][CH2:51][CH3:52])[N:53]=[N:54][C:55]([O:56][CH2:57][CH3:58])=[O:59].[OH:1][CH:2]([CH2:3][CH:4]([O:5][c:6]1[cH:7][cH:8][c:9](-[c:12]2[cH:13][cH:14][c:15]([C:16]#[N:17])[cH:18][cH:19]2)[cH:10][cH:11]1)[CH3:20])[CH3:21].[c:29]1([P:30]([c:31]2[cH:32][cH:33][cH:34][cH:35][cH:36]2)[c:37]2[cH:38][cH:39][cH:40][cH:41][cH:42]2)[cH:43][cH:44][cH:45][cH:46][cH:47]1>>[O:1]([CH:2]([CH2:3][CH:4]([O:5][c:6]1[cH:7][cH:8][c:9](-[c:12]2[cH:13][cH:14][c:15]([C:16]#[N:17])[cH:18][cH:19]2)[cH:10][cH:11]1)[CH3:20])[CH3:21])[C:23]([CH3:22])=[O:24].